Dataset: the Open Reaction Database (ORD), a public repository of structured organic reaction records. Task: describe an organic reaction: reactants, conditions, products, and yield Starting materials: CC(=O)O, Cl, O=[N+]([O-])c1ccc(-c2ccon2)cc1, [Na+], [OH-], Cl[Sn]Cl. Product: Nc1ccc(-c2ccon2)cc1. RXN SMILES: [CH3:15][C:16](=[O:17])[OH:18].[ClH:24].[N+:1]([O-:2])(=[O:3])[c:4]1[cH:5][cH:6][c:7](-[c:10]2[n:11][o:12][cH:13][cH:14]2)[cH:8][cH:9]1.[Na+:23].[OH-:22].[Sn:19]([Cl:20])[Cl:21]>>[NH2:1][c:4]1[cH:5][cH:6][c:7](-[c:10]2[n:11][o:12][cH:13][cH:14]2)[cH:8][cH:9]1. Reactants: aromatic aldehyde, C(C1=CC=CC=C1)#N (benzonitrile), FC1=C(C#N)C=CC=C1 (fluorobenzonitrile), NCC(C)O (1-amino-2 propanol), C(C1=CC=CC=C1)#N (benzonitrile). Yields the product OCCCNC1=C(C#N)C=CC=C1 (2-(hydroxypropyl) aminobenzonitrile). Reaction SMILES: F[C:2]1[CH:9]=[CH:8][CH:7]=[CH:6][C:3]=1[C:4]#[N:5].NCC([OH:14])C.[C:15](#[N:22])[C:16]1C=CC=C[CH:17]=1>>[OH:14][CH2:17][CH2:16][CH2:15][NH:22][C:2]1[CH:9]=[CH:8][CH:7]=[CH:6][C:3]=1[C:4]#[N:5]. Procedure: The aromatic aldehyde which is used in the methods of the present invention can be prepared by any number of reaction schemes. For instance, the aromatic aldehyde can be formed from reacting an indole with ozone in an organic solvent followed by addition of at least one reducing agent to form a formyl aromatic aldehyde. The formyl aromatic aldehyde can be reacted with a base or acid in the presence of water and/or an organic solvent to yield the starting aromatic aldehyde. Alternatively, the aro... The product is S1C(=CC=C1)C(N)C(=O)O (2-(2-thienyl)glycine). Procedure details: Each thus obtained N-carbamoyl-2-(2-thienyl)glycine was subjected to decarbamoylation by reacting it with nitrous acid to give 2-(2-thienyl)glycine as follows: To a mixture of 5.0 g. of N-carbamoyl-D-(2-thienyl)glycine, 10 ml. of conc. HCl and a 100 ml. of a 50% aqueous acetic acid, 8.6 g. of a 20% aqueous solution of NaNO2 was added at 10° C. with stirring. After the completion of adding NaNO2, the reaction was carried out at 10° C. for 2 hours. The formed D-2-(2-thienyl)glycine was isolated by... Starting materials: C(N)(=O)NC(C(=O)O)C=1SC=CC1 (N-carbamoyl-2-(2-thienyl)glycine), N(=O)O (nitrous acid). Reaction SMILES: C([NH:4][CH:5]([C:9]1[S:10][CH:11]=[CH:12][CH:13]=1)[C:6]([OH:8])=[O:7])(=O)N.N(O)=O>>[S:10]1[CH:11]=[CH:12][CH:13]=[C:9]1[CH:5]([C:6]([OH:8])=[O:7])[NH2:4]. The reactants are C(C=C)OC(=O)C=1C=C(C=CC1)S(=O)(=O)N1C(N(CC1=O)C1=CC=CC=C1)=O (3-(3-allyloxycarbonylbenzenesulfonyl)-1-phenyl-imidazolidin-2,4-dione), resultant solution, C1(=CC=CC=C1)P(C1=CC=CC=C1)C1=CC=CC=C1 (triphenylphosphine). The reagents and catalysts are C=1C=CC(=CC1)[P](C=2C=CC=CC2)(C=3C=CC=CC3)[Pd]([P](C=4C=CC=CC4)(C=5C=CC=CC5)C=6C=CC=CC6)([P](C=7C=CC=CC7)(C=8C=CC=CC8)C=9C=CC=CC9)[P](C=1C=CC=CC1)(C=1C=CC=CC1)C=1C=CC=CC1 (tetrakis(triphenylphosphine)palladium). Run in solution, C(=O)O (formic acid), O1CCCC1 (tetrahydrofuran). Reaction conditions: time 2 hour. Yields the product C(=O)(O)C=1C=C(C=CC1)S(=O)(=O)N1C(N(CC1=O)C1=CC=CC=C1)=O (3-(3-carboxybenzenesulfonyl)-1-phenyl-imidazolidin-2,4-dione). Isolated yield 97.1%. Reaction SMILES: C([O:4][C:5]([C:7]1[CH:8]=[C:9]([S:13]([N:16]2[C:20](=[O:21])[CH2:19][N:18]([C:22]3[CH:27]=[CH:26][CH:25]=[CH:24][CH:23]=3)[C:17]2=[O:28])(=[O:15])=[O:14])[CH:10]=[CH:11][CH:12]=1)=[O:6])C=C.C1(P(C2C=CC=CC=2)C2C=CC=CC=2)C=CC=CC=1>C(O)=O.O1CCCC1.C1C=CC([P]([Pd]([P](C2C=CC=CC=2)(C2C=CC=CC=2)C2C=CC=CC=2)([P](C2C=CC=CC=2)(C2C=CC=CC=2)C2C=CC=CC=2)[P](C2C=CC=CC=2)(C2C=CC=CC=2)C2C=CC=CC=2)(C2C=CC=CC=2)C2C=CC=CC=2)=CC=1>[C:5]([C:7]1[CH:8]=[C:9]([S:13]([N:16]2[C:20](=[O:21])[CH2:19][N:18]([C:22]3[CH:23]=[CH:24][CH:25]=[CH:26][CH:27]=3)[C:17]2=[O:28])(=[O:15])=[O:14])[CH:10]=[CH:11][CH:12]=1)([OH:6])=[O:4] |^1:59,61,80,99|. Procedure: In 10 ml of a 10% solution of formic acid in tetrahydrofuran (THF), were dissolved 400 mg (1.00 mmol) of 3-(3-allyloxycarbonylbenzenesulfonyl)-1-phenyl-imidazolidin-2,4-dione obtained in Example 33. The resultant solution wad deaerated under reduced pressure. To the solution, 50 mg of tetrakis(triphenylphosphine)palladium and 50 mg of triphenylphosphine were added, followed by stirring at room temperature for 2 hours under shielding from the light. After completion of the reaction, the liquid re... Yields the product BrC=1C=CC=C2C(=CC=NC12)C(=O)O (8-bromoquinoline-4-carboxylic acid). Starting materials: [O-]S(=O)(=S)[O-].[Na+].[Na+] (Na2S2O3), compound 2032, compound 1030, BrC=1C=CC=C2C(=CC=NC12)C=O (8-bromoquinoline-4-carbaldehyde), Cl(=O)[O-].[Na+] (sodium chlorite), P(=O)([O-])(O)O.[Na+] (monosodium phosphate). Reported procedure: As shown in step 9-iv of Scheme 9, to a stirred suspension of 8-bromoquinoline-4-carbaldehyde (531.4 g, 2.25 mol) in THF (4.8 L) was added water (4.8 L) and monosodium phosphate (491.1 g, 4.05 mol). The mixture was cooled to 5° C. and, keeping the reaction temperature below 15° C., sodium chlorite (534.4 g, 4.727 mol) was slowly added portionwise as a solid over about 1 hour. After addition was complete the reaction mixture was stirred at 10° C. for 1 hour followed by the portionwise addition of... Reaction SMILES: [Br:1][C:2]1[CH:3]=[CH:4][CH:5]=[C:6]2[C:11]=1[N:10]=[CH:9][CH:8]=[C:7]2[CH:12]=[O:13].P(O)(O)([O-])=[O:15].[Na+].Cl([O-])=O.[Na+].[O-]S([O-])(=S)=O.[Na+].[Na+]>C1COCC1.O>[Br:1][C:2]1[CH:3]=[CH:4][CH:5]=[C:6]2[C:11]=1[N:10]=[CH:9][CH:8]=[C:7]2[C:12]([OH:15])=[O:13] |f:1.2,3.4,5.6.7|. Run in C1CCOC1 (THF), O (water). Run at temperature 5 celsius, time 1 hour. Isolated yield 93.6%. The reactants are FC=1C=C(C=C(C1)F)C=1C=CC(N(N1)CC1=CC(=CC=C1)C=1SC(=CN1)C1CCNCC1)=O (6-(3,5-difluorophenyl)-2-[3-(5-piperidin-4-ylthiazol-2-yl)benzyl]-2H-pyridazin-3-one), C=O (formaldehyde), C(C)(=O)O[BH-](OC(C)=O)OC(C)=O.[Na+] (sodium triacetoxyborohydride). Procedure details: Analogously to Example 28.5, 6-(3,5-difluorophenyl)-2-[3-(5-piperidin-4-ylthiazol-2-yl)benzyl]-2H-pyridazin-3-one is reacted with formaldehyde and sodium triacetoxyborohydride to give 6-(3,5-difluorophenyl)-2-{3-[5-(1-methylpiperidin-4-yl)thiazol-2-yl]benzyl}-2H-pyridazin-3-one (“A92”), ESI 479. The product is FC=1C=C(C=C(C1)F)C=1C=CC(N(N1)CC1=CC(=CC=C1)C=1SC(=CN1)C1CCN(CC1)C)=O (6-(3,5-difluorophenyl)-2-{3-[5-(1-methylpiperidin-4-yl)thiazol-2-yl]benzyl}-2H-pyridazin-3-one). As a reaction SMILES: [F:1][C:2]1[CH:3]=[C:4]([C:9]2[CH:10]=[CH:11][C:12](=[O:33])[N:13]([CH2:15][C:16]3[CH:21]=[CH:20][CH:19]=[C:18]([C:22]4[S:23][C:24]([CH:27]5[CH2:32][CH2:31][NH:30][CH2:29][CH2:28]5)=[CH:25][N:26]=4)[CH:17]=3)[N:14]=2)[CH:5]=[C:6]([F:8])[CH:7]=1.C=O.[C:36](O[BH-](OC(=O)C)OC(=O)C)(=O)C.[Na+]>>[F:8][C:6]1[CH:5]=[C:4]([C:9]2[CH:10]=[CH:11][C:12](=[O:33])[N:13]([CH2:15][C:16]3[CH:21]=[CH:20][CH:19]=[C:18]([C:22]4[S:23][C:24]([CH:27]5[CH2:32][CH2:31][N:30]([CH3:36])[CH2:29][CH2:28]5)=[CH:25][N:26]=4)[CH:17]=3)[N:14]=2)[CH:3]=[C:2]([F:1])[CH:7]=1 |f:2.3|.